Dataset: the Open Reaction Database (ORD), a public repository of structured organic reaction records. Task: describe an organic reaction: reactants, conditions, products, and yield Starting materials: ClC(C(=O)Cl)Cl (dichloroacetyl chloride), CC(C)=C(C)C (2,3-dimethyl-2-butene). The reagents and catalysts are [Zn] (zinc). The solvent is C(C(C)C)C(=O)CC(C)C (diisobutyl ketone). Yields the product ClC1C(C(C1(C)C)(C)C)=O (2-chloro-3,3,4,4- tetramethylcyclobutanone). RXN SMILES: [Cl:1][CH:2](Cl)[C:3](Cl)=[O:4].[CH3:7][C:8](=[C:10]([CH3:12])[CH3:11])[CH3:9]>C(C(CC(C)C)=O)C(C)C.[Zn]>[Cl:1][CH:2]1[C:10]([CH3:12])([CH3:11])[C:8]([CH3:9])([CH3:7])[C:3]1=[O:4]. Reported procedure: This process is described in U.S. Pat. No. 4,028,418 Gradual addition of dichloroacetyl chloride to a stirred solution of 2,3-dimethyl-2-butene in diisobutyl ketone containing suspended zinc particles resulted in a yield of 2-chloro-3,3,4,4- tetramethylcyclobutanone of 75%, calculated on starting dichloroacetyl chloride of 3.9, a molar ratio of dichloroacetyl chloride to 2,3-dimethyl-2-butene of 1.3, a temperature of 43° C, zinc in the form of turnings having a largest dimension of 0.841 mm and ... Reactants: C=1(C=CN2C=CC=CC12)C#N (indolizine-1-carbonitrile), IC1=CC(=C(C(=O)OC)C=C1)OCOC (methyl 4-iodo-2-methoxymethoxybenzoate), dichlorobis (triphenylphosphine) palladium (II), C(C)(=O)[O-].[K+] (potassium acetate), O (water), O (water). Run in CN1C(CCC1)=O (N-methylpyrrolidone). Run at temperature 100 celsius, time 1 hour. The product is C(#N)C=1C=C(N2C=CC=CC12)C1=CC(=C(C(=O)OC)C=C1)OCOC (methyl 4-(1-cyanoindolizine-3-yl)-2-methoxymethoxybenzoate). Yield: 35.9%. Reaction SMILES: [C:1]1([C:10]#[N:11])[CH:2]=[CH:3][N:4]2[C:9]=1[CH:8]=[CH:7][CH:6]=[CH:5]2.I[C:13]1[CH:22]=[CH:21][C:16]([C:17]([O:19][CH3:20])=[O:18])=[C:15]([O:23][CH2:24][O:25][CH3:26])[CH:14]=1.C([O-])(=O)C.[K+].O>CN1CCCC1=O>[C:10]([C:1]1[CH:2]=[C:3]([C:13]2[CH:22]=[CH:21][C:16]([C:17]([O:19][CH3:20])=[O:18])=[C:15]([O:23][CH2:24][O:25][CH3:26])[CH:14]=2)[N:4]2[C:9]=1[CH:8]=[CH:7][CH:6]=[CH:5]2)#[N:11] |f:2.3|. Procedure details: To a solution of indolizine-1-carbonitrile (0.20 g) in N-methylpyrrolidone (5 mL) were added methyl 4-iodo-2-methoxymethoxybenzoate (0.5 g), dichlorobis (triphenylphosphine) palladium (II) (0.05 g), potassium acetate (0.28 g) and water (0.05 mL), and the mixture was stirred at 100° C. for 1 hour. After cooling to room temperature, to the reaction mixture was added water, and the resulting mixture was extracted with ethyl acetate. The organic layer was washed with water and brine, dried over magn... RXN SMILES: C(CCCCCCCCC([C:31]([C:34]([C:37]([C:40]([C:43](F)(F)F)([F:42])[F:41])([F:39])[F:38])([F:36])[F:35])([F:33])[F:32])(F)F)(C(C(C(C(C(F)(F)F)(F)F)(F)F)(F)F)(F)F)(F)F.[C:47](CCCCCCCCC(C(C(C(F)(F)F)(F)F)(F)F)(F)F)([C:50]([C:53]([C:56]([F:59])([F:58])[F:57])([F:55])[F:54])([F:52])[F:51])([F:49])[F:48].C(CCCCCCCCCCC(C(C(C(C(C(C(C(F)(F)F)(F)F)(F)F)(F)F)(F)F)(F)F)(F)F)(F)F)([C:84]([C:87]([C:90]([C:93]([C:96]([C:99]([C:102](F)([F:104])[F:103])([F:101])[F:100])([F:98])[F:97])([F:95])[F:94])([F:92])[F:91])([F:89])[F:88])([F:86])[F:85])(F)F.[C:141](CCCCCCCCCCCCCCC(C(C(C(C(C(C(C(F)(F)F)(F)F)(F)F)(F)F)(F)F)(F)F)(F)F)(F)F)([C:144]([C:147]([C:150]([C:153]([C:156]([C:159]([C:162](F)(F)F)(F)F)(F)F)(F)F)(F)F)(F)F)(F)F)([F:143])[F:142].C(CCC(C(C(C(C(C(C(C(C(C(F)(F)F)(F)F)(F)F)(F)F)(F)F)(F)F)(F)F)(F)F)(F)F)(F)F)(C(C(C(C(C(C(C(C(C(F)(F)F)(F)F)(F)F)(F)F)(F)F)(F)F)(F)F)(F)F)(F)F)(F)[F:206]>>[C:40]([CH2:43][CH2:162][CH2:159][CH2:156][CH2:153][CH2:150][CH2:147][CH2:144][C:141]([C:102]([C:99]([C:96]([C:93]([C:90]([C:87]([C:84]([F:86])([F:85])[F:206])([F:89])[F:88])([F:92])[F:91])([F:95])[F:94])([F:97])[F:98])([F:101])[F:100])([F:104])[F:103])([F:142])[F:143])([C:37]([C:34]([C:31]([C:47]([C:50]([C:53]([C:56]([F:59])([F:58])[F:57])([F:54])[F:55])([F:52])[F:51])([F:48])[F:49])([F:33])[F:32])([F:35])[F:36])([F:38])[F:39])([F:42])[F:41]. Reported procedure: C6F13C8H16C6F13 ; C4F9C8H16C4F9 ; C8F17C10H20C8F17 ; C8F17C14H28C8F17 ; C10F21C2H4C10F21 ; C10F21C2H4C10F21 ; C8F17C8H16CH=CHC2H4C6F13 ; (CF3)2CFC8H16CF(CF3)3 ; (CF3)2CFC2F4C8H16C2F4CF(CF3)3 ; and (CF3)2CF(CF2)7C8H16 (CF2)7CF(CF3)2. The product is C(F)(F)(C(F)(F)C(F)(F)C(F)(F)C(F)(F)C(F)(F)C(F)(F)C(F)(F)F)CCCCCCCCC(F)(F)C(F)(F)C(F)(F)C(F)(F)C(F)(F)C(F)(F)C(F)(F)C(F)(F)F (C8F17C8H16C8F17). The reactants are C(F)(F)(C(F)(F)C(F)(F)C(F)(F)C(F)(F)C(F)(F)F)CCCCCCCCC(F)(F)C(F)(F)C(F)(F)C(F)(F)C(F)(F)C(F)(F)F (C6F13C8H16C6F13), C(F)(F)(C(F)(F)C(F)(F)C(F)(F)C(F)(F)C(F)(F)C(F)(F)C(F)(F)C(F)(F)C(F)(F)F)CCC(F)(F)C(F)(F)C(F)(F)C(F)(F)C(F)(F)C(F)(F)C(F)(F)C(F)(F)C(F)(F)C(F)(F)F (C10F21C2H4C10F21), C(F)(F)(C(F)(F)C(F)(F)C(F)(F)C(F)(F)C(F)(F)C(F)(F)C(F)(F)F)CCCCCCCCCCCCCCC(F)(F)C(F)(F)C(F)(F)C(F)(F)C(F)(F)C(F)(F)C(F)(F)C(F)(F)F (C8F17C14H28C8F17), (CF3)2CFC2F4C8H16C2F4CF(CF3)3, (CF3)2CF(CF2)7C8H16 (CF2)7CF(CF3)2, (CF3)2CFC8H16CF(CF3)3, C(F)(F)(C(F)(F)C(F)(F)C(F)(F)F)CCCCCCCCC(F)(F)C(F)(F)C(F)(F)C(F)(F)F (C4F9C8H16C4F9), C(F)(F)(C(F)(F)C(F)(F)C(F)(F)C(F)(F)C(F)(F)C(F)(F)C(F)(F)F)CCCCCCCCCCC(F)(F)C(F)(F)C(F)(F)C(F)(F)C(F)(F)C(F)(F)C(F)(F)C(F)(F)F (C8F17C10H20C8F17), C(F)(F)(C(F)(F)C(F)(F)C(F)(F)C(F)(F)C(F)(F)C(F)(F)C(F)(F)C(F)(F)C(F)(F)F)CCC(F)(F)C(F)(F)C(F)(F)C(F)(F)C(F)(F)C(F)(F)C(F)(F)C(F)(F)C(F)(F)C(F)(F)F (C10F21C2H4C10F21). The reactants are CC1=CC=C(C=C1)CCO (2-(4-Methylphenyl)ethyl alcohol), [N+](=O)([O-])C1=CC=C(C=C1)Cl (4-nitrochlorobenzene), [OH-].[K+] (potassium hydroxide). The reagents and catalysts are C1CCC2C(C1)OCCOCCOC3CCCCC3OCCOCCO2 (dicyclohexyl-18-crown-6). Solvent: C1=CC=CC=C1 (benzene). Yields the product CC1=CC=C(C=C1)CCOC1=CC=C(C=C1)[N+](=O)[O-] (4-[2-(4-methylphenyl)ethoxy]nitrobenzene). The yield is 87.5%. Reaction SMILES: [CH3:1][C:2]1[CH:7]=[CH:6][C:5]([CH2:8][CH2:9][OH:10])=[CH:4][CH:3]=1.[N+:11]([C:14]1[CH:19]=[CH:18][C:17](Cl)=[CH:16][CH:15]=1)([O-:13])=[O:12].[OH-].[K+]>C1CC2OCCOCCOC3C(OCCOCCOC2CC1)CCCC3.C1C=CC=CC=1>[CH3:1][C:2]1[CH:7]=[CH:6][C:5]([CH2:8][CH2:9][O:10][C:17]2[CH:18]=[CH:19][C:14]([N+:11]([O-:13])=[O:12])=[CH:15][CH:16]=2)=[CH:4][CH:3]=1 |f:2.3|. Procedure details: 2-(4-Methylphenyl)ethyl alcohol (VIII) (2.72 g, 0.02 mole), 4-nitrochlorobenzene (IX: X=Cl) (3.15 g, 0.02 mole) and potassium hydroxide (1.4 g, 0.025 mole) were added to benzene (60 ml), and dicyclohexyl-18-crown-6 (0.2 g) was added thereto, followed by reaction at 60° C. for 10 hours. The reaction mixture was washed with water and concentrated, and the precipitated crystals were recrystallized from 95% ethanol to obtain 4.5 g of 4-[2-(4-methylphenyl)ethoxy]nitrobenzene (VI) as white crystals (y... The reactants are C(C1=CC=CC=C1)OC(=O)N[C@H](C(=O)O)C(C)C ((S)-2-benzyloxycarbonylamino-3-methyl-butyric acid), Cl.COCN (N-methoxymethylamine hydrochloride), CCN=C=NCCCN(C)C.Cl (EDC.HCl), CCN(C(C)C)C(C)C (DIPEA). Solvent: C(Cl)Cl (DCM), C(Cl)Cl (DCM). Conditions: time 20 hour. The product is C(C1=CC=CC=C1)OC(N[C@@H](C(C)C)C(N(C)OC)=O)=O ([(S)-1-(Methoxy-methyl-carbamoyl)-2-methyl-propyl]-carbamic acid benzyl ester). Yield: 87.4%. As a reaction SMILES: [CH2:1]([O:8][C:9]([NH:11][C@@H:12]([CH:16]([CH3:18])[CH3:17])[C:13]([OH:15])=O)=[O:10])[C:2]1[CH:7]=[CH:6][CH:5]=[CH:4][CH:3]=1.Cl.[CH3:20][O:21]CN.CCN=C=NCCC[N:32]([CH3:34])C.Cl.CCN(C(C)C)C(C)C>C(Cl)Cl>[CH2:1]([O:8][C:9](=[O:10])[NH:11][C@H:12]([C:13](=[O:15])[N:32]([O:21][CH3:20])[CH3:34])[CH:16]([CH3:18])[CH3:17])[C:2]1[CH:3]=[CH:4][CH:5]=[CH:6][CH:7]=1 |f:1.2,3.4|. Procedure: To (S)-2-benzyloxycarbonylamino-3-methyl-butyric acid (7) (50.0 g, 199 mmol), N-methoxymethylamine hydrochloride (38.8 g, 398 mmol) and EDC.HCl (47.7 g, 249 mmol) in DCM (500 mL) was added DIPEA (87 mL, 497 mmol) and the reaction mixture stirred at ambient temperature for 20 h, after which time the reaction mixture was diluted with DCM (200 mL), washed with 1M HCl (aq) (3×200 mL), 1M NaOH (aq) (200 mL), sat. NaHCO3 (aq) (200 mL) and brine (300 mL). The organic layer was dried over MgSO4, filtere... Starting materials: C(C)(=O)Cl (acetyl chloride), FC(OC1=CC=C(C=C1)C1(CC1)C=C(CO)F)F (1-(4-difluoromethoxyphenyl)-1-(2-fluoro-3-hydroxyprop-1-enyl)cyclopropane), C1=CC=CC=C1 (benzene). Run in N1=CC=CC=C1 (pyridine). Yields the product C(C)(=O)OCC(=CC1(CC1)C1=CC=C(C=C1)OC(F)F)F (1-(3-Acetoxy-2-fluoroprop-1-enyl)-1-(4-difluoromethoxyphenyl)cyclopropane). Yield: 99.0%. As a reaction SMILES: [C:1](Cl)(=[O:3])[CH3:2].[F:5][CH:6]([F:22])[O:7][C:8]1[CH:13]=[CH:12][C:11]([C:14]2([CH:17]=[C:18]([F:21])[CH2:19][OH:20])[CH2:16][CH2:15]2)=[CH:10][CH:9]=1.C1C=CC=CC=1>N1C=CC=CC=1>[C:1]([O:20][CH2:19][C:18]([F:21])=[CH:17][C:14]1([C:11]2[CH:10]=[CH:9][C:8]([O:7][CH:6]([F:5])[F:22])=[CH:13][CH:12]=2)[CH2:16][CH2:15]1)(=[O:3])[CH3:2]. Procedure details: The method of Example 17 was repeated using acetyl chloride (0.92 ml), 1-(4-difluoromethoxyphenyl)-1-(2-fluoro-3-hydroxyprop-1-enyl)cyclopropane Example 16) (0.49 g), benzene (24 ml) and pyridine (0.2 ml) to yield the title compound (0.55 g, 99%).